Dataset: the Open Reaction Database (ORD), a public repository of structured organic reaction records. Task: describe an organic reaction: reactants, conditions, products, and yield The reactants are C1(=CC=CC=C1)C1=C(N)C=CC=C1 (2-phenylaniline), C1CCC(C2=NC=3C(CCCC3C=C12)=O)=O (2,3,7,8-tetrahydro-1H,6H-acridine-4,5-dione). The product is C1(=CC=CC=C1)C1=C(C=CC=C1)N=C1CCCC2=CC=3CCCC(C3N=C12)=NC1=C(C=CC=C1)C1=CC=CC=C1 (4,5-bis(2-phenylphenylimino)-1,2,3,4,5,6,7,8-octahydroacridine). As a reaction SMILES: [C:1]1([C:7]2[CH:13]=[CH:12][CH:11]=[CH:10][C:8]=2[NH2:9])[CH:6]=[CH:5][CH:4]=[CH:3][CH:2]=1.[CH2:14]1[C:27]2[C:18](=[N:19][C:20]3[C:21](=O)[CH2:22][CH2:23][CH2:24][C:25]=3[CH:26]=2)[C:17](=O)[CH2:16][CH2:15]1>>[C:1]1([C:7]2[CH:13]=[CH:12][CH:11]=[CH:10][C:8]=2[N:9]=[C:17]2[C:18]3[C:27](=[CH:26][C:25]4[CH2:24][CH2:23][CH2:22][C:21](=[N:9][C:8]5[CH:10]=[CH:11][CH:12]=[CH:13][C:7]=5[C:1]5[CH:2]=[CH:3][CH:4]=[CH:5][CH:6]=5)[C:20]=4[N:19]=3)[CH2:14][CH2:15][CH2:16]2)[CH:2]=[CH:3][CH:4]=[CH:5][CH:6]=1. Reported procedure: was synthesized by methods similar to those in Examples 3 and 4: 2-phenylaniline was condensed with 2,3,7,8-tetrahydro-1H,6H-acridine-4,5-dione to yield 4,5-bis(2-phenylphenylimino)-1,2,3,4,5,6,7,8-octahydroacridine (7). The complexation of (7) with FeCl2.4H2O was carried out with azeotropic removal of methanol in benzene. The structure of the final complex was proved by direct probe GC. Exact mass direct probe calculated for C37H31Cl2FeN3: 643.12. Found: 643.12.